This data is from the Open Reaction Database (ORD), a public repository of structured organic reaction records. The task is: describe an organic reaction: reactants, conditions, products, and yield The reactants are c-caprolactone, C1C(=O)OCC(=O)O1 (glycolide), N(CCO)(CCO)CCO (triethanolamine), stannous octanoate. Reaction conditions: time 8 hour. Product: C1(CCCCCO1)=O.C1C(=O)OCC(=O)O1 (ε-Caprolactone Glycolide). As a reaction SMILES: [CH2:1]1[O:8][C:6](=[O:7])[CH2:5][O:4][C:2]1=[O:3].N(CCO)(CCO)[CH2:10][CH2:11]O>>[C:6]1(=[O:7])[O:8][CH2:1][CH2:2][CH2:11][CH2:10][CH2:5]1.[CH2:1]1[O:8][C:6](=[O:7])[CH2:5][O:4][C:2]1=[O:3] |f:2.3|. Procedure: The CT-1 copolymer was prepared by the copolymerization of c-caprolactone (0.625 mole) with glycolide (32.3 mmole) in the presence of triethanolamine (1.05 mmole) as the initiator and stannous octanoate (0.1247 mmole as 0.2M solution in toluene) as the catalyst. The polymerization was conducted in a mechanically stirred reactor under a dry nitrogen atmosphere at 150° C. for 8.0 hours. At the conclusion of the polymerization, as determined by GPC, traces of unreacted monomer were removed by disti... Starting materials: ClC1=CC(=C(C=C1OC(C)C)[N+](=O)[O-])F (4-chloro-2-fluoro-5-isopropoxynitrobenzene), [H][H] (hydrogen). Reagents/catalysts: [Pt](=O)=O (platinum dioxide). The solvent is C(C)O (ethanol). The product is ClC1=CC(=C(C=C1OC(C)C)NC1=CC=CC=C1)F (4-chloro-2-fluoro-5-isopropoxyphenylaniline). Yield: 69.3%. As a reaction SMILES: [Cl:1][C:2]1[C:7]([O:8][CH:9]([CH3:11])[CH3:10])=[CH:6][C:5]([N+:12]([O-])=O)=[C:4]([F:15])[CH:3]=1.[H][H]>C(O)C.[Pt](=O)=O>[Cl:1][C:2]1[C:7]([O:8][CH:9]([CH3:11])[CH3:10])=[CH:6][C:5]([NH:12][C:2]2[CH:7]=[CH:6][CH:5]=[CH:4][CH:3]=2)=[C:4]([F:15])[CH:3]=1. Procedure: A suspension of 4-chloro-2-fluoro-5-isopropoxynitrobenzene (13.5 g) and platinum dioxide (0.4 g) in ethanol (300 ml) was subjected to catalytic reduction with hydrogen under room temperature and atmospheric pressure, whereby a designed amount of hydrogen was absorbed. The resultant mixture was filtered to remove insoluble materials, and the filtrate was concentrated. The residue was subjected to purification by silica gel chromatography to obtain 5.6 g of 4-chloro-2-fluoro-5-isopropoxyphenylanil... Reactants: COCCOC, CCOC(C)=O, Nc1ncc(Br)cc1[N+](=O)[O-], [Na+], [Na+], O=C([O-])[O-], OB(O)c1ccc(F)cc1, c1ccc(P(c2ccccc2)(c2ccccc2)[Pd](P(c2ccccc2)(c2ccccc2)c2ccccc2)(P(c2ccccc2)(c2ccccc2)c2ccccc2)P(c2ccccc2)(c2ccccc2)c2ccccc2)cc1. Product: Nc1ncc(-c2ccc(F)cc2)cc1[N+](=O)[O-]. Reaction SMILES: [CH2:28]([CH2:29][O:30][CH3:31])[O:32][CH3:33].[CH3:34][CH2:35][O:36][C:37](=[O:38])[CH3:39].[NH2:1][c:2]1[n:3][cH:4][c:5]([Br:11])[cH:6][c:7]1[N+:8](=[O:9])[O-:10].[Na+:22].[Na+:23].[O-:24][C:25](=[O:26])[O-:27].[OH:12][B:13]([OH:14])[c:15]1[cH:16][cH:17][c:18]([F:19])[cH:20][cH:21]1.[cH:40]1[cH:41][cH:42][c:43]([P:44]([Pd:45]([P:46]([c:47]2[cH:48][cH:49][cH:50][cH:51][cH:52]2)([c:53]2[cH:54][cH:55][cH:56][cH:57][cH:58]2)[c:59]2[cH:60][cH:61][cH:62][cH:63][cH:64]2)([P:65]([c:66]2[cH:67][cH:68][cH:69][cH:70][cH:71]2)([c:72]2[cH:73][cH:74][cH:75][cH:76][cH:77]2)[c:78]2[cH:79][cH:80][cH:81][cH:82][cH:83]2)[P:84]([c:85]2[cH:86][cH:87][cH:88][cH:89][cH:90]2)([c:91]2[cH:92][cH:93][cH:94][cH:95][cH:96]2)[c:97]2[cH:98][cH:99][cH:100][cH:101][cH:102]2)([c:103]2[cH:104][cH:105][cH:106][cH:107][cH:108]2)[c:109]2[cH:110][cH:111][cH:112][cH:113][cH:114]2)[cH:115][cH:116]1>>[NH2:1][c:2]1[n:3][cH:4][c:5](-[c:15]2[cH:16][cH:17][c:18]([F:19])[cH:20][cH:21]2)[cH:6][c:7]1[N+:8](=[O:9])[O-:10].